This data is from the Open Reaction Database (ORD), a public repository of structured organic reaction records. The task is: describe an organic reaction: reactants, conditions, products, and yield Yields the product CC=1C=CC(=C(C(=O)O)C1)C=1N(C=CN1)C (5-Methyl-2-(1-methyl-1H-imidazol-2-yl)benzoic acid). Starting materials: CC=1C=CC(=C(C(=O)O)C1)C1=NC=CN=C1 (5-methyl-2-(pyrazin-2-yl)benzoic acid), BrC=1N(C=CN1)C (2-bromo-1-methyl-1H-imidazole). Procedure details: The title compound was prepared following the same general protocol as described for 5-methyl-2-(pyrazin-2-yl)benzoic acid in Example A19, starting from 2-bromo-1-methyl-1H-imidazole. ESI-MS (m/z): 217 [M+1]+. As a reaction SMILES: [CH3:1][C:2]1[CH:3]=[CH:4][C:5]([C:11]2[CH:16]=[N:15][CH:14]=[CH:13][N:12]=2)=[C:6]([CH:10]=1)[C:7]([OH:9])=[O:8].BrC1N(C)C=CN=1>>[CH3:1][C:2]1[CH:3]=[CH:4][C:5]([C:11]2[N:15]([CH3:16])[CH:14]=[CH:13][N:12]=2)=[C:6]([CH:10]=1)[C:7]([OH:9])=[O:8]. Reactants: CC#N, Cl, CCC(NC(=O)N(C)C)C1CCC2(CC1)OCCO2. Product: CCC(NC(=O)N(C)C)C1CCC(=O)CC1. As a reaction SMILES: [CH3:21][C:22]#[N:23].[ClH:20].[O:1]1[CH2:3][CH2:2][O:4][C:5]12[CH2:6][CH2:7][CH:8]([CH:11]([CH2:12][CH3:13])[NH:14][C:15](=[O:16])[N:17]([CH3:18])[CH3:19])[CH2:9][CH2:10]2>>[O:4]=[C:5]1[CH2:6][CH2:7][CH:8]([CH:11]([CH2:12][CH3:13])[NH:14][C:15](=[O:16])[N:17]([CH3:18])[CH3:19])[CH2:9][CH2:10]1. Reactants: CCOC(=O)c1c(C)[nH]c2ccccc12, CI, [H-], [Na+], CN(C)C=O. Product: CCOC(=O)c1c(C)n(C)c2ccccc12. As a reaction SMILES: [CH2:1]([CH3:2])[O:3][C:4](=[O:5])[c:6]1[c:7]([CH3:15])[nH:8][c:9]2[cH:10][cH:11][cH:12][cH:13][c:14]12.[CH3:16][I:17].[H-:19].[Na+:18].[O:20]=[CH:21][N:22]([CH3:23])[CH3:24]>>[CH2:1]([CH3:2])[O:3][C:4](=[O:5])[c:6]1[c:7]([CH3:15])[n:8]([CH3:16])[c:9]2[cH:10][cH:11][cH:12][cH:13][c:14]12. Starting materials: C1CCOC1, N#Cc1cnc(Cl)s1, Nc1ccnc(Cl)n1, [H-], [Na+]. The product is N#Cc1cnc(Nc2ccnc(Cl)n2)s1. Reaction SMILES: [CH2:19]1[O:20][CH2:21][CH2:22][CH2:23]1.[Cl:11][c:12]1[s:13][c:14]([C:17]#[N:18])[cH:15][n:16]1.[Cl:1][c:2]1[n:3][cH:4][cH:5][c:6]([NH2:8])[n:7]1.[H-:9].[Na+:10]>>[Cl:1][c:2]1[n:3][cH:4][cH:5][c:6]([NH:8][c:12]2[s:13][c:14]([C:17]#[N:18])[cH:15][n:16]2)[n:7]1. The reactants are CC(C)C1=CC(=C(C(=C1)C(C)C)C2=C(C=CC=C2)P(C3CCCCC3)C4CCCCC4)C(C)C (Xphos), C([O-])([O-])=O.[Cs+].[Cs+] (cesium carbonate), ClC1=NC(=C2N=C(N(C2=N1)C)CN1CCC(CC1)C(C)(C)OC)N1CCOCC1 (4-(2-chloro-8-((4-(2-methoxypropan-2-yl)piperidin-1-yl)methyl)-9-methyl-9H-purin-6-yl)morpholine), CC1=NC2=C(N1)C=CC=C2 (2-methyl-1H-benzo[d]imidazole). The reagents and catalysts are C=1C=CC(=CC1)/C=C/C(=O)/C=C/C2=CC=CC=C2.C=1C=CC(=CC1)/C=C/C(=O)/C=C/C2=CC=CC=C2.C=1C=CC(=CC1)/C=C/C(=O)/C=C/C2=CC=CC=C2.[Pd].[Pd] (tris(dibenzylideneacetone)dipalladium(0)). Conditions: temperature 140 celsius. Yields the product COC(C)(C)C1CCN(CC1)CC=1N(C2=NC(=NC(=C2N1)N1CCOCC1)N1C(=NC2=C1C=CC=C2)C)C (4-(8-((4-(2-methoxypropan-2-yl)piperidin-1-yl)methyl)-9-methyl-2-(2-methyl-1H-benzo[d]imidazol-1-yl)-9H-purin-6-yl)morpholine). RXN SMILES: CC(C1C=C(C(C)C)C(C2C=CC=CC=2P(C2CCCCC2)C2CCCCC2)=C(C(C)C)C=1)C.C(=O)([O-])[O-].[Cs+].[Cs+].Cl[C:42]1[N:50]=[C:49]2[C:45]([N:46]=[C:47]([CH2:52][N:53]3[CH2:58][CH2:57][CH:56]([C:59]([O:62][CH3:63])([CH3:61])[CH3:60])[CH2:55][CH2:54]3)[N:48]2[CH3:51])=[C:44]([N:64]2[CH2:69][CH2:68][O:67][CH2:66][CH2:65]2)[N:43]=1.[CH3:70][C:71]1[NH:75][C:74]2[CH:76]=[CH:77][CH:78]=[CH:79][C:73]=2[N:72]=1>C1C=CC(/C=C/C(/C=C/C2C=CC=CC=2)=O)=CC=1.C1C=CC(/C=C/C(/C=C/C2C=CC=CC=2)=O)=CC=1.C1C=CC(/C=C/C(/C=C/C2C=CC=CC=2)=O)=CC=1.[Pd].[Pd]>[CH3:63][O:62][C:59]([CH:56]1[CH2:57][CH2:58][N:53]([CH2:52][C:47]2[N:48]([CH3:51])[C:49]3[C:45]([N:46]=2)=[C:44]([N:64]2[CH2:65][CH2:66][O:67][CH2:68][CH2:69]2)[N:43]=[C:42]([N:72]2[C:73]4[CH:79]=[CH:78][CH:77]=[CH:76][C:74]=4[N:75]=[C:71]2[CH3:70])[N:50]=3)[CH2:54][CH2:55]1)([CH3:60])[CH3:61] |f:1.2.3,6.7.8.9.10|. Reported procedure: Alternatively, following General Procedure I, one-step Buchwald coupling, a microwave tube was charged with Xphos (0.1 equiv.), tris(dibenzylideneacetone)dipalladium(0) (0.05 equiv.), cesium carbonate (2 equiv.), 4-(2-chloro-8-((4-(2-methoxypropan-2-yl)piperidin-1-yl)methyl)-9-methyl-9H-purin-6-yl)morpholine (80 mg, 1 equiv.) and 2-methyl-1H-benzo[d]imidazole (1.2 equiv.). The vessel is evacuated and refilled with nitrogen prior to the addition of DMF or 1,4-dioxane. The mixture is heated in a m... The reactants are Br, CCOC(=O)c1nc2c(=O)[nH]c3cc(C(F)(F)F)ccc3n2c1Cn1cnc(Cl)c1Cl. Yields the product O=C(O)c1nc2c(=O)[nH]c3cc(C(F)(F)F)ccc3n2c1Cn1cnc(Cl)c1Cl. Reaction SMILES: [BrH:32].[Cl:1][c:2]1[n:3][cH:4][n:5]([CH2:8][c:9]2[c:10]([C:27](=[O:28])[O:29][CH2:30][CH3:31])[n:11][c:12]3[n:13]2[c:14]2[cH:15][cH:16][c:17]([C:23]([F:24])([F:25])[F:26])[cH:18][c:19]2[nH:20][c:21]3=[O:22])[c:6]1[Cl:7]>>[Cl:1][c:2]1[n:3][cH:4][n:5]([CH2:8][c:9]2[c:10]([C:27](=[O:28])[OH:29])[n:11][c:12]3[n:13]2[c:14]2[cH:15][cH:16][c:17]([C:23]([F:24])([F:25])[F:26])[cH:18][c:19]2[nH:20][c:21]3=[O:22])[c:6]1[Cl:7].